This data is from the Open Reaction Database (ORD), a public repository of structured organic reaction records. The task is: describe an organic reaction: reactants, conditions, products, and yield The reactants are O=C([O-])O, c1ccc2c(c1)CCNC2, COc1cc(C(=O)Cl)cc(OC)c1OC, [K+], C[n+]1ccc2ccc([N+](=O)[O-])cc2c1, CN1CCc2ccc(N)cc2C1, [Na+], [Na+], O=C([O-])[O-], Cc1ccc(S(=O)(=O)[O-])cc1, c1ccccc1. The product is COc1cc(C(=O)Nc2ccc3c(c2)CN(C)CC3)cc(OC)c1OC. Reaction SMILES: [C:38](=[O:39])([OH:40])[O-:41].[CH2:58]1[c:59]2[c:60]([cH:61][cH:62][cH:63][cH:64]2)[CH2:65][CH2:66][NH:67]1.[CH3:43][O:44][c:45]1[cH:46][c:47]([C:48](=[O:49])[Cl:50])[cH:51][c:52]([O:56][CH3:57])[c:53]1[O:54][CH3:55].[K+:42].[N+:24]([c:25]1[cH:26][c:27]2[c:28]([cH:29][cH:30][n+:31]([CH3:32])[cH:33]2)[cH:34][cH:35]1)([O-:36])=[O:37].[NH2:1][c:2]1[cH:3][cH:4][c:5]2[c:10]([cH:11]1)[CH2:9][N:8]([CH3:12])[CH2:7][CH2:6]2.[Na+:74].[Na+:75].[O-:76][C:77](=[O:78])[O-:79].[c:13]1([CH3:14])[cH:15][cH:16][c:17]([S:18]([O-:19])(=[O:20])=[O:21])[cH:22][cH:23]1.[cH:68]1[cH:69][cH:70][cH:71][cH:72][cH:73]1>>[NH:1]([c:2]1[cH:3][cH:4][c:5]2[c:10]([cH:11]1)[CH2:9][N:8]([CH3:12])[CH2:7][CH2:6]2)[C:48]([c:47]1[cH:46][c:45]([O:44][CH3:43])[c:53]([O:54][CH3:55])[c:52]([O:56][CH3:57])[cH:51]1)=[O:49].